describe an organic reaction: reactants, conditions, products, and yield From a dataset of the Open Reaction Database (ORD), a public repository of structured organic reaction records. Reaction conditions: time 2 hour. Run in O1CCCC1 (tetrahydrofuran), O (water), C(C)(=O)OCC (ethyl acetate). Reaction SMILES: [Cl:1][C:2]1[CH:7]=[CH:6][C:5]([C@H:8]2[NH:13][C@@H:12]([C@H:14]([OH:16])[CH3:15])[CH2:11][O:10][CH2:9]2)=[CH:4][CH:3]=1.C1(P(C2C=CC=CC=2)C2C=CC=CC=2)C=CC=CC=1.[N+:36]([C:39]1[CH:47]=[CH:46][C:42]([C:43](O)=[O:44])=[CH:41][CH:40]=1)([O-:38])=[O:37].N(C(OC(C)C)=O)=NC(OC(C)C)=O>O.C(OCC)(=O)C.O1CCCC1>[Cl:1][C:2]1[CH:3]=[CH:4][C:5]([C@H:8]2[NH:13][C@@H:12]([C@@H:14]([O:16][C:43](=[O:44])[C:42]3[CH:41]=[CH:40][C:39]([N+:36]([O-:38])=[O:37])=[CH:47][CH:46]=3)[CH3:15])[CH2:11][O:10][CH2:9]2)=[CH:6][CH:7]=1. Reactants: ClC1=CC=C(C=C1)[C@@H]1COC[C@@H](N1)[C@@H](C)O ((R)-1-[(3R,5R)-5-(4-chlorophenyl)morpholine-3-yl]ethanol), C1(=CC=CC=C1)P(C1=CC=CC=C1)C1=CC=CC=C1 (triphenylphosphine), [N+](=O)([O-])C1=CC=C(C(=O)O)C=C1 (4-nitrobenzoic acid), N(=NC(=O)OC(C)C)C(=O)OC(C)C (diisopropyl azodicarboxylate), resultant solution. Procedure details: Under a nitrogen atmosphere, to a tetrahydrofuran (20 mL) solution containing (R)-1-[(3R,5R)-5-(4-chlorophenyl)morpholine-3-yl]ethanol (903 mg), triphenylphosphine (1.81 g) and 4-nitrobenzoic acid (1.16 g) was dropwise added diisopropyl azodicarboxylate (1.36 mL) while cooling with ice. The resultant solution was stirred at the same temperature for 30 minutes, and then at room temperature for 2 hours. The reaction solution was diluted with water and ethyl acetate, and the organic layer was parti... The product is ClC1=CC=C(C=C1)[C@@H]1COC[C@@H](N1)[C@H](C)OC(C1=CC=C(C=C1)[N+](=O)[O-])=O (4-nitrobenzoic acid (S)-1-[(3R,5R)-5-(4-chlorophenyl)morpholine-3-yl]ethyl ester). Isolated yield 100.0%.